Dataset: the Open Reaction Database (ORD), a public repository of structured organic reaction records. Task: describe an organic reaction: reactants, conditions, products, and yield The reactants are ice water, OC1=C(C=O)C=C(C=C1)OC (2-hydroxy-5-methoxybenzaldehyde), C([O-])([O-])=O.[K+].[K+] (potassium carbonate), [I-].[K+] (potassium iodide), CN(C=O)C (N,N-dimethylformamide). Run at time 110 minute. The product is C(#N)COC1=C(C=O)C=C(C=C1)OC (2-cyanomethoxy-5-methoxybenzaldehyde). Yield: 90.9%. Reaction SMILES: [OH:1][C:2]1[CH:9]=[CH:8][C:7]([O:10][CH3:11])=[CH:6][C:3]=1[CH:4]=[O:5].[C:12](=O)([O-])[O-].[K+].[K+].[I-].[K+].C[N:21]([CH3:24])C=O>>[C:24]([CH2:12][O:1][C:2]1[CH:9]=[CH:8][C:7]([O:10][CH3:11])=[CH:6][C:3]=1[CH:4]=[O:5])#[N:21] |f:1.2.3,4.5|. Procedure details: To a cooled mixture of 2-hydroxy-5-methoxybenzaldehyde (500.0 g), potassium carbonate (908.4 g) and potassium iodide (272.8 g) in N,N-dimethylformamide (2.5 l) chloroacetonitrile (297.7 g) was added dropwise over 8 minutes below 10° C. under nitrogen. After being stirred at ambient temperature for 110 minutes, the mixture was poured slowly into ice-water (20 l) and stirred for 2 hours. The precipitates were cooled by centrifugal filtration, washed with water (1 l) 7 times and air-dried at ambien... Starting materials: CC(C)(C)c1ccc(OCC2CO2)cc1, O=C1C(=O)c2ccccc2C2=C1SCC1(CCCNC1)O2. The product is CC(C)(C)c1ccc(OCC(O)CN2CCCC3(CSC4=C(O3)c3ccccc3C(=O)C4=O)C2)cc1. RXN SMILES: [C:22]([CH3:23])([CH3:24])([CH3:25])[c:26]1[cH:27][cH:28][c:29]([O:30][CH2:31][CH:32]2[O:33][CH2:34]2)[cH:35][cH:36]1.[NH:1]1[CH2:2][C:3]2([CH2:4][S:5][C:6]3=[C:7]([O:8]2)[c:9]2[cH:10][cH:11][cH:12][cH:13][c:14]2[C:15](=[O:18])[C:16]3=[O:17])[CH2:19][CH2:20][CH2:21]1>>[N:1]1([CH2:34][CH:32]([CH2:31][O:30][c:29]2[cH:28][cH:27][c:26]([C:22]([CH3:23])([CH3:24])[CH3:25])[cH:36][cH:35]2)[OH:33])[CH2:2][C:3]2([CH2:4][S:5][C:6]3=[C:7]([O:8]2)[c:9]2[cH:10][cH:11][cH:12][cH:13][c:14]2[C:15](=[O:18])[C:16]3=[O:17])[CH2:19][CH2:20][CH2:21]1. Reactants: NC1=NC(=C(C(=N1)N[C@@H](C)C1=C(C=C2C(=N1)C=CN2C)N(C2CN(C2)C(=O)OC(C)(C)C)C)C#N)C (tert-butyl (S)-3-((5-(1-((2-amino-5-cyano-6-methylpyrimidin-4-yl)amino)ethyl)-1-methyl-1H-pyrrolo[3,2-b]pyridin-6-yl)(methyl)amino)azetidine-1-carboxylate), C(=O)(C(F)(F)F)O (TFA). Solvent: ClCCl (dichloromethane). Conditions: time 5 minute. The product is C(=O)(C(F)(F)F)O (TFA), NC1=NC(=C(C(=N1)N[C@@H](C)C1=C(C=C2C(=N1)C=CN2C)N(C)C2CNC2)C#N)C ((S)-2-Amino-4-((1-(6-(azetidin-3-yl(methyl)amino)-1-methyl-1H-pyrrolo[3,2-b]pyridin-5-yl)ethyl)amino)-6-methylpyrimidine-5-carbonitrile). As a reaction SMILES: [NH2:1][C:2]1[N:7]=[C:6]([NH:8][C@H:9]([C:11]2[N:16]=[C:15]3[CH:17]=[CH:18][N:19]([CH3:20])[C:14]3=[CH:13][C:12]=2[N:21]([CH3:33])[CH:22]2[CH2:25][N:24](C(OC(C)(C)C)=O)[CH2:23]2)[CH3:10])[C:5]([C:34]#[N:35])=[C:4]([CH3:36])[N:3]=1.[C:37]([OH:43])([C:39]([F:42])([F:41])[F:40])=[O:38]>ClCCl>[C:37]([OH:43])([C:39]([F:42])([F:41])[F:40])=[O:38].[NH2:1][C:2]1[N:7]=[C:6]([NH:8][C@H:9]([C:11]2[N:16]=[C:15]3[CH:17]=[CH:18][N:19]([CH3:20])[C:14]3=[CH:13][C:12]=2[N:21]([CH:22]2[CH2:23][NH:24][CH2:25]2)[CH3:33])[CH3:10])[C:5]([C:34]#[N:35])=[C:4]([CH3:36])[N:3]=1. Reported procedure: Crude tert-butyl (S)-3-((5-(1-((2-amino-5-cyano-6-methylpyrimidin-4-yl)amino)ethyl)-1-methyl-1H-pyrrolo[3,2-b]pyridin-6-yl)(methyl)amino)azetidine-1-carboxylate was dissolved in dichloromethane (1 mL). To this solution was added TFA (0.462 mL, 6.00 mmol) at room temperature. The reaction mixture was stirred at room temperature for 5 minutes. The solvent was removed with a stream of nitrogen and the crude product was purified by preparative HPLC (acid mode, 1-25% ACN/water gradient) to give a TFA... Starting materials: ClCc1ccc(OCc2ccccc2)cc1, CN(C)C=O, [H-], [Na+], O, CCOC(=O)c1c[nH]nc1-c1ccccc1. The product is CCOC(=O)c1cn(Cc2ccc(OCc3ccccc3)cc2)nc1-c1ccccc1. Reaction SMILES: [CH2:3]([c:4]1[cH:5][cH:6][cH:7][cH:8][cH:9]1)[O:10][c:11]1[cH:12][cH:13][c:14]([CH2:15][Cl:16])[cH:17][cH:18]1.[CH3:35][N:36]([CH3:37])[CH:38]=[O:39].[H-:1].[Na+:2].[OH2:40].[c:19]1(-[c:25]2[n:26][nH:27][cH:28][c:29]2[C:30](=[O:31])[O:32][CH2:33][CH3:34])[cH:20][cH:21][cH:22][cH:23][cH:24]1>>[CH2:3]([c:4]1[cH:5][cH:6][cH:7][cH:8][cH:9]1)[O:10][c:11]1[cH:12][cH:13][c:14]([CH2:15][n:27]2[n:26][c:25](-[c:19]3[cH:20][cH:21][cH:22][cH:23][cH:24]3)[c:29]([C:30](=[O:31])[O:32][CH2:33][CH3:34])[cH:28]2)[cH:17][cH:18]1. Starting materials: ClC=1C=C2C(=NC1)N(C=C2C2=NC=C(C(=N2)N[C@@H]2C[C@@H](CCC2)N)F)S(=O)(=O)C2=CC=C(C=C2)C ((1S,3R)—N1-[2-[5-chloro-1-(p-tolylsulfonyl)pyrrolo[2,3-b]pyridin-3-yl]-5-fluoro-pyrimidin-4-yl]cyclohexane-1,3-diamine), ClC=1C=C2C(=NC1)N(C=C2C2=NC=C(C(=N2)N[C@H]2C[C@H](CCC2)N)F)S(=O)(=O)C2=CC=C(C=C2)C ((1R,3S)—N1-[2-[5-chloro-1-(p-tolylsulfonyl)pyrrolo[2,3-b]pyridin-3-yl]-5-fluoro-pyrimidin-4-yl]cyclohexane-1,3-diamine), COCC1OC1 (2-(methoxymethyl)oxirane), [Li+].[OH-] (LiOH). The solvent is CO (methanol). Reaction conditions: temperature 140 celsius. Product: ClC=1C=C2C(=NC1)NC=C2C2=NC=C(C(=N2)N[C@@H]2C[C@@H](CCC2)NCC(COC)O)F (1-[[(1R,3S)-3-[[2-(5-chloro-1H-pyrrolo[2,3-b]pyridin-3-yl)-5-fluoro-pyrimidin-4-yl]amino]cyclohexyl]amino]-3-methoxy-propan-2-ol), COCC(C)O (3-methoxy-propan-2-ol). Reaction SMILES: [Cl:1][C:2]1[CH:3]=[C:4]2[C:10]([C:11]3[N:16]=[C:15]([NH:17][C@H:18]4[CH2:23][CH2:22][CH2:21][C@@H:20]([NH2:24])[CH2:19]4)[C:14]([F:25])=[CH:13][N:12]=3)=[CH:9][N:8](S(C3C=CC(C)=CC=3)(=O)=O)[C:5]2=[N:6][CH:7]=1.ClC1C=C2C(C3N=C(N[C@@H]4CCC[C@H](N)C4)C(F)=CN=3)=CN(S(C3C=CC(C)=CC=3)(=O)=O)C2=NC=1.[CH3:71][O:72][CH2:73][CH:74]1[CH2:76][O:75]1.[Li+].[OH-]>CO>[Cl:1][C:2]1[CH:3]=[C:4]2[C:10]([C:11]3[N:16]=[C:15]([NH:17][C@H:18]4[CH2:23][CH2:22][CH2:21][C@@H:20]([NH:24][CH2:76][CH:74]([OH:75])[CH2:73][O:72][CH3:71])[CH2:19]4)[C:14]([F:25])=[CH:13][N:12]=3)=[CH:9][NH:8][C:5]2=[N:6][CH:7]=1.[CH3:71][O:72][CH2:73][CH:74]([OH:75])[CH3:76] |f:3.4|. Procedure: To a solution of (1S,3R)—N1-[2-[5-chloro-1-(p-tolylsulfonyl)pyrrolo[2,3-b]pyridin-3-yl]-5-fluoro-pyrimidin-4-yl]cyclohexane-1,3-diamine, 20c, (50 mg, 0.09 mmol) in methanol (2 mL) was added 2-(methoxymethyl)oxirane (9.4 mg, 0.11 mmol) and the reaction mixture was heated in the microwave to 140° C. for 10 min. 1M aqueous LiOH (1.0 mL, 1.0 mmol) was added, and the reaction mixture was heated in the microwave to 130° C. for 10 min. The solvent was evaporated under reduced pressure, and the residue ... The reactants are resultant solution, ClC1(C(C1)C(=O)OC(C)(C)C)C(=O)OC(C)(C)C (di-tert-butyl 1-chlorocyclopropane-1,2-dicarboxylate), [BH4-].[Na+] (Sodium borohydride), resultant mixture, compound ( 4b ). Reagents/catalysts: O.O.O.O.O.O.[Co](Cl)Cl (Cobalt chloride hexahydrate). Run in CN(C(C)=O)C (N,N-dimethylacetamide), CN(C(C)=O)C (N,N-dimethylacetamide). The product is C1(C(C1)C(=O)OC(C)(C)C)C(=O)OC(C)(C)C (di-tert-butyl cyclopropane-1,2-dicarboxylate). Isolated yield 96.0%. RXN SMILES: [BH4-].[Na+].Cl[C:4]1([C:14]([O:16][C:17]([CH3:20])([CH3:19])[CH3:18])=[O:15])[CH2:6][CH:5]1[C:7]([O:9][C:10]([CH3:13])([CH3:12])[CH3:11])=[O:8]>CN(C)C(=O)C.O.O.O.O.O.O.[Co](Cl)Cl>[CH:5]1([C:7]([O:9][C:10]([CH3:13])([CH3:12])[CH3:11])=[O:8])[CH2:6][CH:4]1[C:14]([O:16][C:17]([CH3:18])([CH3:19])[CH3:20])=[O:15] |f:0.1,4.5.6.7.8.9.10|. Procedure details: Sodium borohydride (103 mg, 1.81 mmol) was added to and dissolved in N,N-dimethylacetamide (1.5 mL) at room temperature, followed by addition of an N,N-dimethylacetamide solution (1.0 mL) of di-tert-butyl 1-chlorocyclopropane-1,2-dicarboxylate (cis/trans=26/74) (hereinafter the compound will be referred to as “compound (4b)”) (500 mg, 1.81 mmol) at 10° C. Cobalt chloride hexahydrate (2.4 mg, 0.010 mmol) was added to the resultant solution at the same temperature. After completion of addition, th... Reactants: C(C=C)C1=CC2=C(C(C(O2)OC)(C)C)C=C1O (6-allyl-3,3-dimethyl-5-hydroxy-2-methoxy-2,3-dihydrobenzofuran), C(C)(=O)O (acetic acid). Run in O (water). Yields the product C(C=C)C1=CC2=C(C(C(O2)O)(C)C)C=C1O (6-allyl-2,5-dihydroxy-3,3-dimethyl-2,3-dihydrobenzofuran). The yield is 94.0%. As a reaction SMILES: [CH2:1]([C:4]1[C:16]([OH:17])=[CH:15][C:7]2[C:8]([CH3:14])([CH3:13])[CH:9]([O:11]C)[O:10][C:6]=2[CH:5]=1)[CH:2]=[CH2:3].C(O)(=O)C>O>[CH2:1]([C:4]1[C:16]([OH:17])=[CH:15][C:7]2[C:8]([CH3:13])([CH3:14])[CH:9]([OH:11])[O:10][C:6]=2[CH:5]=1)[CH:2]=[CH2:3]. Procedure: A mixture of 6-allyl-3,3-dimethyl-5-hydroxy-2-methoxy-2,3-dihydrobenzofuran, E70a, (20 gm; 85 mmoles), acetic acid (160 mL) and water (40 mL) was refluxed for 18 hours. The mixture was concentrated in vacuo and the residue chromatographed on silica gel using 20% ethyl acetate in hexane as eluent to obtain 17.8 gm (94%) of 6-allyl-2,5-dihydroxy-3,3-dimethyl-2,3-dihydrobenzofuran, E79, m.p. 66°-67° C. Starting materials: CCCCCO, Cc1c(N)cccc1C(F)(F)F, O=C(O)c1cc(Cl)ccc1Cl, [Cu], [Na+], [OH-]. The product is Cc1c(Nc2ccc(Cl)cc2C(=O)O)cccc1C(F)(F)F. Reaction SMILES: [CH2:12]([OH:13])[CH2:14][CH2:15][CH2:16][CH3:17].[CH3:20][c:21]1[c:22]([NH2:23])[cH:24][cH:25][cH:26][c:27]1[C:28]([F:29])([F:30])[F:31].[Cl:1][c:2]1[c:3]([C:4](=[O:5])[OH:6])[cH:7][c:8]([Cl:11])[cH:9][cH:10]1.[Cu:32].[Na+:19].[OH-:18]>>[c:2]1([NH:23][c:22]2[c:21]([CH3:20])[c:27]([C:28]([F:29])([F:30])[F:31])[cH:26][cH:25][cH:24]2)[c:3]([C:4](=[O:5])[OH:6])[cH:7][c:8]([Cl:11])[cH:9][cH:10]1. Reactants: ClC1=C(C(=CC=C1)Cl)CS(=O)(=O)C=1C=C2/C(/C(NC2=CC1)=O)=C/C=1NC(=CC1C(=O)O)C (2-[5-(2,6-Dichloro-phenylmethanesulfonyl)-2-oxo-1,2-dihydro-indol-(3Z)-ylidenemethyl]-5-methyl-1H-pyrrole-3-carboxylic acid), N1(CCCC1)CCCN (3-pyrrolidin-1-yl-propylamine). Product: N1(CCCC1)CCCNC(=O)C1=C(NC(=C1)C)\C=C\1/C(NC2=CC=C(C=C12)S(=O)(=O)CC1=C(C=CC=C1Cl)Cl)=O (2-[5-(2,6-Dichloro-phenylmethanesulfonyl)-2-oxo-1,2-dihydro-indol-(3Z)-ylidenemethyl]-5-methyl-1H-pyrrole-3-carboxylic acid (3-Pyrrolidin-1-yl-propyl)-amide). RXN SMILES: [Cl:1][C:2]1[CH:7]=[CH:6][CH:5]=[C:4]([Cl:8])[C:3]=1[CH2:9][S:10]([C:13]1[CH:14]=[C:15]2[C:19](=[CH:20][CH:21]=1)[NH:18][C:17](=[O:22])/[C:16]/2=[CH:23]\[C:24]1[NH:25][C:26]([CH3:32])=[CH:27][C:28]=1[C:29](O)=[O:30])(=[O:12])=[O:11].[N:33]1([CH2:38][CH2:39][CH2:40][NH2:41])[CH2:37][CH2:36][CH2:35][CH2:34]1>>[N:33]1([CH2:38][CH2:39][CH2:40][NH:41][C:29]([C:28]2[CH:27]=[C:26]([CH3:32])[NH:25][C:24]=2/[CH:23]=[C:16]2\[C:17](=[O:22])[NH:18][C:19]3[C:15]\2=[CH:14][C:13]([S:10]([CH2:9][C:3]2[C:2]([Cl:1])=[CH:7][CH:6]=[CH:5][C:4]=2[Cl:8])(=[O:12])=[O:11])=[CH:21][CH:20]=3)=[O:30])[CH2:37][CH2:36][CH2:35][CH2:34]1. Procedure details: 2-[5-(2,6-Dichloro-phenylmethanesulfonyl)-2-oxo-1,2-dihydro-indol-(3Z)-ylidenemethyl]-5-methyl-1H-pyrrole-3-carboxylic acid was coupled with 3-pyrrolidin-1-yl-propylamine to give the titled compound. Reactants: FC=1C=C(C=CC1OC)C=1N=C(NC1C1=CC=C(C=C1)SC)C(F)(F)F (4-(3-Fluoro-4-methoxyphenyl)-5-[4-(methylthio)phenyl]-2-(trifluoromethyl)-1H-imidazole), CO (methanol), OOS(=O)[O-].[K+] (OXONE). Run in O (water). Run at temperature 0 celsius, time 3 hour. Product: FC=1C=C(C=CC1OC)C=1N=C(NC1C1=CC=C(C=C1)S(=O)(=O)C)C(F)(F)F (4-(3-fluoro-4-methoxyphenyl)-5-[4-(methylsulfonyl)phenyl]-2-(trifluoromethyl)-1H-imidazole). Reaction SMILES: [F:1][C:2]1[CH:3]=[C:4]([C:10]2[N:11]=[C:12]([C:23]([F:26])([F:25])[F:24])[NH:13][C:14]=2[C:15]2[CH:20]=[CH:19][C:18](SC)=[CH:17][CH:16]=2)[CH:5]=[CH:6][C:7]=1[O:8][CH3:9].O[O:28][S:29]([O-:31])=O.[K+].[CH3:33]O>O>[F:1][C:2]1[CH:3]=[C:4]([C:10]2[N:11]=[C:12]([C:23]([F:24])([F:25])[F:26])[NH:13][C:14]=2[C:15]2[CH:20]=[CH:19][C:18]([S:29]([CH3:33])(=[O:31])=[O:28])=[CH:17][CH:16]=2)[CH:5]=[CH:6][C:7]=1[O:8][CH3:9] |f:1.2|. Procedure details: 4-(3-Fluoro-4-methoxyphenyl)-5-[4-(methylthio)phenyl]-2-(trifluoromethyl)-1H-imidazole 516 mg, 1.35 mmol) from step 4 was dissolved in methanol (10 mL) and cooled to 0° C. OXONE® (2.46 g, 4 mmol) in water (10 mL) was added. After the addition, the ice bath was removed and the reaction was stirred at ambient temperature for 3 hours. The mixture was extracted with chloroform (3×50 mL). The combined organic phases were dried (MgSO4) and concentrated in vacuo. The residue was purified by chromatogra...